Dataset: the Open Reaction Database (ORD), a public repository of structured organic reaction records. Task: describe an organic reaction: reactants, conditions, products, and yield Starting materials: CC(=O)c1cn(-c2ccc(Br)cc2Cl)c(-c2ccccc2Cl)n1, C1CCOC1, C[Si](C)(C)[N-][Si](C)(C)C, CCOC(=O)C(F)(F)F, [Li+]. Yields the product O=C(CC(=O)C(F)(F)F)c1cn(-c2ccc(Br)cc2Cl)c(-c2ccccc2Cl)n1. RXN SMILES: [Br:1][c:2]1[cH:3][c:4]([Cl:23])[c:5](-[n:8]2[c:9](-[c:16]3[c:17]([Cl:22])[cH:18][cH:19][cH:20][cH:21]3)[n:10][c:11]([C:13]([CH3:14])=[O:15])[cH:12]2)[cH:6][cH:7]1.[CH2:43]1[O:44][CH2:45][CH2:46][CH2:47]1.[CH3:25][Si:26]([N-:27][Si:28]([CH3:29])([CH3:30])[CH3:31])([CH3:32])[CH3:33].[F:34][C:35]([C:36](=[O:37])[O:38][CH2:39][CH3:40])([F:41])[F:42].[Li+:24]>>[Br:1][c:2]1[cH:3][c:4]([Cl:23])[c:5](-[n:8]2[c:9](-[c:16]3[c:17]([Cl:22])[cH:18][cH:19][cH:20][cH:21]3)[n:10][c:11]([C:13]([CH2:14][C:36]([C:35]([F:34])([F:41])[F:42])=[O:37])=[O:15])[cH:12]2)[cH:6][cH:7]1. The reactants are C1(=CC=CC=C1)S(=O)(=O)C1=CNC2=CC=CC(=C12)CCCCl (3-phenylsulfonyl-4-(3-chloro-propyl)-1H-indole), C(C)(C)N (isopropylamine). Solvent: [OH-].[Na+] (NaOH), O1CCOCC1 (dioxane). Reaction conditions: temperature 70 celsius. Product: C(C)(C)NCCCC1=C2C(=CNC2=CC=C1)S(=O)(=O)C1=CC=CC=C1 (N-isopropyl-3-[3-(phenylsulfonyl)-1H-indol-4-yl]propan-1-amine). The yield is 84.9%. Reaction SMILES: [C:1]1([S:7]([C:10]2[C:18]3[C:13](=[CH:14][CH:15]=[CH:16][C:17]=3[CH2:19][CH2:20][CH2:21]Cl)[NH:12][CH:11]=2)(=[O:9])=[O:8])[CH:6]=[CH:5][CH:4]=[CH:3][CH:2]=1.[CH:23]([NH2:26])([CH3:25])[CH3:24]>O1CCOCC1.[OH-].[Na+]>[CH:23]([NH:26][CH2:21][CH2:20][CH2:19][C:17]1[CH:16]=[CH:15][CH:14]=[C:13]2[C:18]=1[C:10]([S:7]([C:1]1[CH:6]=[CH:5][CH:4]=[CH:3][CH:2]=1)(=[O:9])=[O:8])=[CH:11][NH:12]2)([CH3:25])[CH3:24] |f:3.4|. Procedure details: To a solution of 3-phenylsulfonyl-4-(3-chloro-propyl)-1H-indole (0.255 g, 0.76 mmol) in anhydrous dioxane (5 mL) was added isopropylamine (0.65 mL, 7.64 mmol) and the reaction mixture heated to 70° C. in a sealed vessel for 7 days. The cooled reaction mixture was then diluted with 1 N aqueous NaOH (50 mL) and the resulting milky suspension extracted with ethyl acetate (50 mL). The organic phase was separated, washed with water (50 mL) and brine (50 mL), dried (Na2SO4), filtered and concentrated ... Starting materials: C, Cc1c(NC(=O)NC2CC2)ccc(Oc2ccnc3cc(OCc4ccccc4)c(C#N)cc23)c1C, C1CCOC1, [Pd]. Product: Cc1c(NC(=O)NC2CC2)ccc(Oc2ccnc3cc(O)c(C#N)cc23)c1C. RXN SMILES: [C:37].[CH2:1]([c:2]1[cH:3][cH:4][cH:5][cH:6][cH:7]1)[O:8][c:9]1[c:10]([C:35]#[N:36])[cH:11][c:12]2[c:13]([O:19][c:20]3[c:21]([CH3:34])[c:22]([CH3:33])[c:23]([NH:26][C:27](=[O:28])[NH:29][CH:30]4[CH2:31][CH2:32]4)[cH:24][cH:25]3)[cH:14][cH:15][n:16][c:17]2[cH:18]1.[O:39]1[CH2:40][CH2:41][CH2:42][CH2:43]1.[Pd:38]>>[OH:8][c:9]1[c:10]([C:35]#[N:36])[cH:11][c:12]2[c:13]([O:19][c:20]3[c:21]([CH3:34])[c:22]([CH3:33])[c:23]([NH:26][C:27](=[O:28])[NH:29][CH:30]4[CH2:31][CH2:32]4)[cH:24][cH:25]3)[cH:14][cH:15][n:16][c:17]2[cH:18]1. Starting materials: BrC(=C[C@@H]1CC[C@H](CC1)CCC1=CC=C(C=C1)C1=CC=C(C=C1)CCCCC)Br (4-[2-[trans-4-(2,2-dibromovinyl)cyclohexyl]ethyl]-4'-pentylbiphenyl), solution, C(CCC)[Li] (butyl lithium), O (water). The solvent is O1CCCC1 (tetrahydrofuran), CCCCCC (hexane). Conditions: temperature 0 celsius, time 1.5 hour. The product is residue, C(#C)[C@@H]1CC[C@H](CC1)CCC1=CC=C(C=C1)C1=CC=C(C=C1)CCCCC (4-[2-(trans-4-ethynylcyclohexyl)ethyl]-4'-pentylbiphenyl). The yield is 97.7%. As a reaction SMILES: Br[C:2](Br)=[CH:3][C@H:4]1[CH2:9][CH2:8][C@H:7]([CH2:10][CH2:11][C:12]2[CH:17]=[CH:16][C:15]([C:18]3[CH:23]=[CH:22][C:21]([CH2:24][CH2:25][CH2:26][CH2:27][CH3:28])=[CH:20][CH:19]=3)=[CH:14][CH:13]=2)[CH2:6][CH2:5]1.C([Li])CCC.O>O1CCCC1.CCCCCC>[C:3]([C@H:4]1[CH2:5][CH2:6][C@H:7]([CH2:10][CH2:11][C:12]2[CH:13]=[CH:14][C:15]([C:18]3[CH:19]=[CH:20][C:21]([CH2:24][CH2:25][CH2:26][CH2:27][CH3:28])=[CH:22][CH:23]=3)=[CH:16][CH:17]=2)[CH2:8][CH2:9]1)#[CH:2]. Procedure details: A solution of 2.87 g of 4-[2-[trans-4-(2,2-dibromovinyl)cyclohexyl]ethyl]-4'-pentylbiphenyl in 100 ml of absolute tetrahydrofuran was placed at -20° C. in a sulphonation flask under argon gasification and treated within 15 minutes with 20.6 ml of a 0.8N solution of butyl lithium in hexane (slight exothermic reaction). The mixture was subsequently stirred for a further 1.5 hours with gradual warming to 0° C., then poured into 100 ml of water and extracted three times with 100 ml of diethyl ether ...